From a dataset of the Open Reaction Database (ORD), a public repository of structured organic reaction records. describe an organic reaction: reactants, conditions, products, and yield Reactants: CN1CCCN(C1=O)C (DMPU), CI (methyl iodide), ClC=1C=CC(=C(C(=O)N(CCC2=CC(=CC=C2)C(F)(F)F)CC2=CC=C(C=C2)C2CC2)C1)NC(C(F)(F)F)=O (5-chloro-N-(4-cyclopropyl-benzyl)-2-(2,2,2-trifluoro-acetylamino)-N-[2-(3-trifluoromethyl-phenyl)-ethyl]-benzamide), [H-].[Na+] (sodium hydride). Procedure details: 50 mg of 5-chloro-N-(4-cyclopropyl-benzyl)-2-(2,2,2-trifluoro-acetylamino)-N-[2-(3-trifluoromethyl-phenyl)-ethyl]-benzamide (0.09 mmol) were dissolved in 1 ml DMF and 0.1 ml DMPU (1,3-dimethyl-3,4,5,6-tetrahydro-2-pyridinon) under argon and cooled down to 0° C. 6 mg of sodium hydride (55% dispersion in oil, 0.135 mmol) were then added and after 15 min stirring at RT the reaction mixture was again cooled down to 0° C. 0.008 ml of methyl iodide (0.135 mmol) were added and after 4 h stirring at RT ... The product is ClC=1C=CC(=C(C(=O)N(CCC2=CC(=CC=C2)C(F)(F)F)CC2=CC=C(C=C2)C2CC2)C1)N(C(C(F)(F)F)=O)C (5-chloro-N-(4-cyclopropyl-benzyl)-2-[methyl-(2,2,2-trifluoro-acetyl)-amino]-N-[2-(3-trifluoromethyl-phenyl)-ethyl]-benzamide). Run in CN(C)C=O (DMF), C(C)(=O)OCC (ethyl acetate). RXN SMILES: [Cl:1][C:2]1[CH:3]=[CH:4][C:5]([NH:33][C:34](=[O:39])[C:35]([F:38])([F:37])[F:36])=[C:6]([CH:32]=1)[C:7]([N:9]([CH2:22][C:23]1[CH:28]=[CH:27][C:26]([CH:29]2[CH2:31][CH2:30]2)=[CH:25][CH:24]=1)[CH2:10][CH2:11][C:12]1[CH:17]=[CH:16][CH:15]=[C:14]([C:18]([F:21])([F:20])[F:19])[CH:13]=1)=[O:8].[CH3:40]N1C(=O)N(C)CCC1.[H-].[Na+].CI>CN(C=O)C.C(OCC)(=O)C>[Cl:1][C:2]1[CH:3]=[CH:4][C:5]([N:33]([CH3:40])[C:34](=[O:39])[C:35]([F:36])([F:37])[F:38])=[C:6]([CH:32]=1)[C:7]([N:9]([CH2:22][C:23]1[CH:28]=[CH:27][C:26]([CH:29]2[CH2:30][CH2:31]2)=[CH:25][CH:24]=1)[CH2:10][CH2:11][C:12]1[CH:17]=[CH:16][CH:15]=[C:14]([C:18]([F:21])([F:20])[F:19])[CH:13]=1)=[O:8] |f:2.3|. Isolated yield 70.0%. Reactants: CN(C1CCN(CC1)CC1=CC=2N=C(N=C(C2S1)N1CCOCC1)NC=1C(=CC=CC1)N)C (N-[6-(4-dimethylaminopiperidin-1-ylmethyl)-4-morpholin-4-yl-thieno[3,2-d]pyrimidin-2-yl]benzene-1,2-diamine), C(OCC)(OCC)OCC (triethyl orthoformate). Run in CN(C)C=O (DMF). Conditions: temperature 150 celsius. Product: CN(C1CCN(CC1)CC1=CC=2N=C(N=C(C2S1)N1CCOCC1)N1C(=NC2=C1C=CC=C2)C)C (N,N-dimethyl-1-((2-(2-methyl-1H-benzo[d]imidazol-1-yl)-4-morpholinothieno[3,2-d]pyrimidin-6-yl)methyl)piperidin-4-amine). Yield: 23.9%. As a reaction SMILES: [CH3:1][N:2]([CH3:33])[CH:3]1[CH2:8][CH2:7][N:6]([CH2:9][C:10]2[S:18][C:17]3[C:16]([N:19]4[CH2:24][CH2:23][O:22][CH2:21][CH2:20]4)=[N:15][C:14]([NH:25][C:26]4[C:27]([NH2:32])=[CH:28][CH:29]=[CH:30][CH:31]=4)=[N:13][C:12]=3[CH:11]=2)[CH2:5][CH2:4]1.C(OCC)(OCC)O[CH2:36][CH3:37]>CN(C=O)C>[CH3:1][N:2]([CH3:33])[CH:3]1[CH2:4][CH2:5][N:6]([CH2:9][C:10]2[S:18][C:17]3[C:16]([N:19]4[CH2:20][CH2:21][O:22][CH2:23][CH2:24]4)=[N:15][C:14]([N:25]4[C:26]5[CH:31]=[CH:30][CH:29]=[CH:28][C:27]=5[N:32]=[C:36]4[CH3:37])=[N:13][C:12]=3[CH:11]=2)[CH2:7][CH2:8]1. Procedure details: A mixture of N-[6-(4-dimethylaminopiperidin-1-ylmethyl)-4-morpholin-4-yl-thieno[3,2-d]pyrimidin-2-yl]benzene-1,2-diamine (80 mg, 0.17 mmol) and triethyl orthoformate (1 mL, 6.0 mmol) in DMF (1 mL) was heated at 150° C. for 6 h. The reaction mixture was cooled to ambient temperature and loaded onto an Isolute® SCX-2 cartridge (10 g). The cartridge was then washed with MeOH and the desired product was subsequently eluted using 2 M NH3 in MeOH. The eluent was collected and concentrated in vacuo. Th... The reactants are [N+](=O)([O-])C1=C(C=CC(=C1)[N+](=O)[O-])F (2,4-dinitrofluorobenzene), CN1C(CCC1)=O (1-methylpyrrolidinone), C(C=C)NCC=C (diallylamine), C([O-])([O-])=O.[K+].[K+] (potassium carbonate). Run in O (water). Reaction conditions: time 1 hour. Product: C(C=C)N(C1=C(C=C(C=C1)[N+](=O)[O-])[N+](=O)[O-])CC=C (N,N-diallyl-2,4-dinitrobenzeneamine). The yield is 110.9%. Reaction SMILES: [N+:1]([C:4]1[CH:9]=[C:8]([N+:10]([O-:12])=[O:11])[CH:7]=[CH:6][C:5]=1F)([O-:3])=[O:2].CN1CCCC1=O.[CH2:21]([NH:24][CH2:25][CH:26]=[CH2:27])[CH:22]=[CH2:23].C(=O)([O-])[O-].[K+].[K+]>O>[CH2:21]([N:24]([CH2:25][CH:26]=[CH2:27])[C:5]1[CH:6]=[CH:7][C:8]([N+:10]([O-:12])=[O:11])=[CH:9][C:4]=1[N+:1]([O-:3])=[O:2])[CH:22]=[CH2:23] |f:3.4.5|. Reported procedure: A mixture of 2,4-dinitrofluorobenzene (9.3 g, 50 mmol), 1-methylpyrrolidinone (50 mL), diallylamine (5.82 g, 60 mmol) and potassium carbonate (6.9 g, 50 mmol) was stirred at ambient temperature for 1 h. The mixture was poured into water (250 mL) and extracted with ethyl ether. The ether extract was washed with 0.5 N hydrochloric acid, water, and saturated brine solution, and dried over magnesium sulfate. Concentration of the extract gave N,N-diallyl-2,4-dinitrobenzeneamine as a yellow oil (14.6 ... Reactants: ClC1=NC2=CC=CC=C2C(=C1[N+](=O)[O-])NCCNC(OC(C)(C)C)=O (tert-butyl 2-[(2-chloro-3-nitroquinolin-4-yl)amino]ethylcarbamate). Reagents/catalysts: [Pt] (Platinum on carbon). Run in C(C)#N (acetonitrile). The product is NC=1C(=NC2=CC=CC=C2C1NCCNC(OC(C)(C)C)=O)Cl (tert-butyl 2-[(3-amino-2-chloroquinolin-4-yl)amino]ethylcarbamate). Yield: 104.6%. Reaction SMILES: [Cl:1][C:2]1[C:11]([N+:12]([O-])=O)=[C:10]([NH:15][CH2:16][CH2:17][NH:18][C:19](=[O:25])[O:20][C:21]([CH3:24])([CH3:23])[CH3:22])[C:9]2[C:4](=[CH:5][CH:6]=[CH:7][CH:8]=2)[N:3]=1>[Pt].C(#N)C>[NH2:12][C:11]1[C:2]([Cl:1])=[N:3][C:4]2[C:9]([C:10]=1[NH:15][CH2:16][CH2:17][NH:18][C:19](=[O:25])[O:20][C:21]([CH3:22])([CH3:23])[CH3:24])=[CH:8][CH:7]=[CH:6][CH:5]=2. Procedure details: Platinum on carbon (1.5 g of 5%) was added to a solution of tert-butyl 2-[(2-chloro-3-nitroquinolin-4-yl)amino]ethylcarbamate (13.99 g, 38.19 mmol) in acetonitrile (100 mL) in a Parr vessel. The mixture was placed under hydrogen pressure (30 psi, 2.1×105 Pa) for three hours and then filtered through a layer of CELITE filter agent. The filtrate was concentrated under reduced pressure and further dried overnight on a vacuum pump to provide 13.46 g of tert-butyl 2-[(3-amino-2-chloroquinolin-4-yl)am... Reactants: COC(C(=CC1=CC(=CC(=C1)OC)OC)C1=CC=C(C=C1)OC1=CC=C(C=C1)C=O)=O (3-(3,5-dimethoxy-phenyl)-2-[4-(4-formyl-phenoxy)-phenyl]-acrylic acid methyl ester), S1C(NC(C1)=O)=O (2,4-thiazolidinedione), C(C1=CC=CC=C1)(=O)O (benzoic acid), N1CCCCC1 (piperidine). Solvent: CO.C(C)OCC (MeOH diethylether), C1(=CC=CC=C1)C (toluene). Reaction conditions: time 8 hour. Yields the product COC(C(=CC1=CC(=CC(=C1)OC)OC)C1=CC=C(C=C1)OC1=CC=C(C=C1)C=C1C(NC(S1)=O)=O)=O (3-(3,5-dimethoxy-phenyl)-2-{4-[4-(2,4-dioxo-thiazolidin-5-ylidenemethyl)-phenoxy]-phenyl}-acrylic acid methyl ester). RXN SMILES: [CH3:1][O:2][C:3](=[O:31])[C:4]([C:16]1[CH:21]=[CH:20][C:19]([O:22][C:23]2[CH:28]=[CH:27][C:26]([CH:29]=O)=[CH:25][CH:24]=2)=[CH:18][CH:17]=1)=[CH:5][C:6]1[CH:11]=[C:10]([O:12][CH3:13])[CH:9]=[C:8]([O:14][CH3:15])[CH:7]=1.[S:32]1[CH2:36][C:35](=[O:37])[NH:34][C:33]1=[O:38].C(O)(=O)C1C=CC=CC=1.N1CCCCC1>C1(C)C=CC=CC=1.CO.C(OCC)C>[CH3:1][O:2][C:3](=[O:31])[C:4]([C:16]1[CH:21]=[CH:20][C:19]([O:22][C:23]2[CH:28]=[CH:27][C:26]([CH:29]=[C:36]3[S:32][C:33](=[O:38])[NH:34][C:35]3=[O:37])=[CH:25][CH:24]=2)=[CH:18][CH:17]=1)=[CH:5][C:6]1[CH:7]=[C:8]([O:14][CH3:15])[CH:9]=[C:10]([O:12][CH3:13])[CH:11]=1 |f:5.6|. Procedure details: To a stirred suspension of Compound VI (352 g, 0.82 mol) in anhydrous toluene (2.5 L), 2,4-thiazolidinedione (98.6 g, 0.84 mol), benzoic acid (134 g, 1.10 mol) and piperidine (107.4 g, 1.26 mol) was added sequentially and heated at reflux temperature with continuous removal of water with the help of Dean-Stark apparatus for 5 h. Toluene (1 L) was removed from the reaction mixture and the mixture was placed overnight in a 4° C. cold room. Solid separated was filtered off and mother liquor was eva... Reactants: COC(=O)c1sc(-c2cccc(NC3CCCCC3)c2)c(Br)c1OCC(=O)OC(C)(C)C, O=C(Cl)Oc1ccccc1, NC(=O)[O-]. Yields the product COC(=O)c1sc(-c2cccc(N(C(=O)Oc3ccccc3)C3CCCCC3)c2)c(Br)c1OCC(=O)OC(C)(C)C. RXN SMILES: [CH3:15][O:16][C:17](=[O:18])[c:19]1[s:20][c:21](-[c:34]2[cH:35][c:36]([NH:40][CH:41]3[CH2:42][CH2:43][CH2:44][CH2:45][CH2:46]3)[cH:37][cH:38][cH:39]2)[c:22]([Br:33])[c:23]1[O:24][CH2:25][C:26](=[O:27])[O:28][C:29]([CH3:30])([CH3:31])[CH3:32].[Cl:5][C:6](=[O:7])[O:8][c:9]1[cH:10][cH:11][cH:12][cH:13][cH:14]1.[NH2:1][C:2](=[O:3])[O-:4]>>[C:6](=[O:7])([O:8][c:9]1[cH:10][cH:11][cH:12][cH:13][cH:14]1)[N:40]([c:36]1[cH:35][c:34](-[c:21]2[s:20][c:19]([C:17]([O:16][CH3:15])=[O:18])[c:23]([O:24][CH2:25][C:26](=[O:27])[O:28][C:29]([CH3:30])([CH3:31])[CH3:32])[c:22]2[Br:33])[cH:39][cH:38][cH:37]1)[CH:41]1[CH2:42][CH2:43][CH2:44][CH2:45][CH2:46]1. Reactants: FC1=C(C=C(C(=C1)F)F)F (1,2,4,5-tetrafluorobenzene), C(CCC)[Li] (n-butyllithium), CI (methyl iodide). Solvent: O1CCCC1 (tetrahydrofuran), CCCCCC (hexane). Run at temperature -60 celsius, time 2 hour. Yields the product FC1=C(C(=C(C=C1F)F)F)C (2,3,5,6-tetrafluorotoluene). Reaction SMILES: [CH2:1]([Li])CCC.[F:6][C:7]1[CH:12]=[C:11]([F:13])[C:10]([F:14])=[CH:9][C:8]=1[F:15].CI>CCCCCC.O1CCCC1>[F:6][C:7]1[C:8]([F:15])=[CH:9][C:10]([F:14])=[C:11]([F:13])[C:12]=1[CH3:1]. Procedure details: A solution of n-butyllithium in hexane (1.6 M, 62.5 ml) was added dropwise to a well stirred solution of 1,2,4,5-tetrafluorobenzene (15.0 g) in dry tetrahydrofuran (150 ml) maintained at a temperature of -60° C. under an atmosphere of dry argon. When the addition was complete the mixture was stirred at -45° C. for 2 hours and then methyl iodide (14.2 g) was added dropwise whilst the temperature was kept at -45° C. After a period of 30 minutes the mixture was allowed to warm to the ambient temper... Run in C(C)(=O)OCC (ethyl acetate), C(C)(=O)OCC (ethyl acetate). The product is OC1=CC=C(C=C1)C1=CC=C(O1)C(N)=NO (5-(p-Hydroxyphenyl)-2-furamidoxime). Reaction SMILES: C([O:8][C:9]1[CH:14]=[CH:13][C:12]([C:15]2[O:19][C:18]([C:20](=[N:22][OH:23])[NH2:21])=[CH:17][CH:16]=2)=[CH:11][CH:10]=1)C1C=CC=CC=1.O.CO.CCCCCC>C(OCC)(=O)C.[Pd]>[OH:8][C:9]1[CH:14]=[CH:13][C:12]([C:15]2[O:19][C:18]([C:20](=[N:22][OH:23])[NH2:21])=[CH:17][CH:16]=2)=[CH:11][CH:10]=1. Procedure details: A mixture of 15 g (0.048 mole) of the compound of Example V, 1 tsp. of 5% Pd/C, 50% H2O, and 135 ml of methanol was shaken under hydrogen pressure with the theoretical amount of H2 being absorbed. The catalyst was removed by filtration and the solvent removed on the Calab evaporator to give a residual solid. The solid was refluxed in 750 ml of ethyl acetate, cooled in an ice bath and the insoluble material removed by filtration. The filtrate was reduced to 300 ml volume on the Calab evaporator a... The reagents and catalysts are [Pd] (Pd/C). Reactants: C(C1=CC=CC=C1)OC1=CC=C(C=C1)C1=CC=C(O1)C(N)=NO (5-(p-Benzyloxyphenyl)-2-furamidoxime), O (H2O), CO (methanol), CCCCCC (hexane). The reactants are C(C)(C)C1=CC=C(CN2CCC3=CC(=CC=C23)C=2C=NNC2)C=C1 (1-(4-Isopropylbenzyl)-5-(1H-pyrazol-4-yl)indoline), BrC=1C=C2CCNC2=CC1 (5-bromoindoline), BrCC1=CC=C(C=C1)C(C)(C)C (1-(bromomethyl)-4-(tert-butyl)benzene), CC1(OB(OC1(C)C)C=1C=NN(C1)C(=O)OC(C)(C)C)C (tert-butyl 4-(4,4,5,5-tetramethyl-1,3,2-dioxaborolan-2-yl)-1H-pyrazole-1-carboxylate). Reagents/catalysts: [Pd] (palladium). The product is C(C)(C)(C)C1=CC=C(CN2CCC3=CC(=CC=C23)C=2C=NNC2)C=C1 (1-(4-(tert-butyl)benzyl)-5-(1H-pyrazol-4-yl)indoline). Reaction SMILES: [CH:1]([C:4]1[CH:24]=[CH:23][C:7]([CH2:8][N:9]2[C:17]3[C:12](=[CH:13][C:14]([C:18]4[CH:19]=[N:20][NH:21][CH:22]=4)=[CH:15][CH:16]=3)[CH2:11][CH2:10]2)=[CH:6][CH:5]=1)([CH3:3])[CH3:2].Br[C:26]1C=C2C(=CC=1)NCC2.BrCC1C=CC(C(C)(C)C)=CC=1.CC1(C)C(C)(C)OB(C2C=NN(C(OC(C)(C)C)=O)C=2)O1>[Pd]>[C:1]([C:4]1[CH:5]=[CH:6][C:7]([CH2:8][N:9]2[C:17]3[C:12](=[CH:13][C:14]([C:18]4[CH:22]=[N:21][NH:20][CH:19]=4)=[CH:15][CH:16]=3)[CH2:11][CH2:10]2)=[CH:23][CH:24]=1)([CH3:26])([CH3:3])[CH3:2]. Procedure details: 1-(4-Isopropylbenzyl)-5-(1H-pyrazol-4-yl)indoline, 50 can be prepared by alkylation of 5-bromoindoline, 22 with 1-(bromomethyl)-4-(tert-butyl)benzene using the conditions described in Example 7, part 1 followed by palladium catalyzed coupling of the alkylation product with tert-butyl 4-(4,4,5,5-tetramethyl-1,3,2-dioxaborolan-2-yl)-1H-pyrazole-1-carboxylate, 10 followed by hydrolysis using the reaction conditions described in Example 8.